This data is from the Open Reaction Database (ORD), a public repository of structured organic reaction records. The task is: describe an organic reaction: reactants, conditions, products, and yield Starting materials: COc1cc(-c2cnc3[nH]c(=O)n(Cc4ccc(N=C(c5ccccc5)c5ccccc5)cc4)c3n2)cc(OC)c1OC, C1CCOC1, Cl. The product is COc1cc(-c2cnc3[nH]c(=O)n(Cc4ccc(N)cc4)c3n2)cc(OC)c1OC. RXN SMILES: [C:1]([c:2]1[cH:3][cH:4][cH:5][cH:6][cH:7]1)([c:8]1[cH:9][cH:10][cH:11][cH:12][cH:13]1)=[N:14][c:15]1[cH:16][cH:17][c:18]([CH2:19][n:20]2[c:21](=[O:41])[nH:22][c:23]3[c:24]2[n:25][c:26](-[c:29]2[cH:30][c:31]([O:39][CH3:40])[c:32]([O:37][CH3:38])[c:33]([O:35][CH3:36])[cH:34]2)[cH:27][n:28]3)[cH:42][cH:43]1.[CH2:45]1[O:46][CH2:47][CH2:48][CH2:49]1.[ClH:44]>>[NH2:14][c:15]1[cH:16][cH:17][c:18]([CH2:19][n:20]2[c:21](=[O:41])[nH:22][c:23]3[c:24]2[n:25][c:26](-[c:29]2[cH:30][c:31]([O:39][CH3:40])[c:32]([O:37][CH3:38])[c:33]([O:35][CH3:36])[cH:34]2)[cH:27][n:28]3)[cH:42][cH:43]1. The reactants are C(C)(C)(C)C1=C(C=O)C=CC=C1 (2-t-butylbenzaldehyde), C(CCC)[Li] (n-butyllithium), C(CCC)[Mg]Cl (n-butylmagnesium chloride), Cl (hydrochloric acid), FC=1C=CC=C2C=C(C=NC12)I (8-fluoro-3-iodoquinoline). The solvent is O1CCCC1 (tetrahydrofuran). Conditions: time 30 minute. Product: C(C)(C)(C)C1=C(C=CC=C1)C(O)C=1C=NC2=C(C=CC=C2C1)F ((2-t-butyl-phenyl)-(8-fluoro-quinolin-3-yl)-methanol). The yield is 58.9%. RXN SMILES: C([Li])CCC.C([Mg]Cl)CCC.[F:12][C:13]1[CH:14]=[CH:15][CH:16]=[C:17]2[C:22]=1[N:21]=[CH:20][C:19](I)=[CH:18]2.[C:24]([C:28]1[CH:35]=[CH:34][CH:33]=[CH:32][C:29]=1[CH:30]=[O:31])([CH3:27])([CH3:26])[CH3:25].Cl>O1CCCC1>[C:24]([C:28]1[CH:35]=[CH:34][CH:33]=[CH:32][C:29]=1[CH:30]([C:19]1[CH:20]=[N:21][C:22]2[C:17]([CH:18]=1)=[CH:16][CH:15]=[CH:14][C:13]=2[F:12])[OH:31])([CH3:27])([CH3:25])[CH3:26]. Reported procedure: After 3 ml of tetrahydrofuran was cooled to −10° C., 0.91 ml of n-butyllithium (2.6 M hexane solution) and 1.35 ml of n-butylmagnesium chloride (0.91 M tetrahydrofuran solution) were added. After 30 minutes of stirring, 0.98 g of 8-fluoro-3-iodoquinoline was added and the mixture was stirred for 15 minutes. 0.49 g of 2-t-butylbenzaldehyde was added to the reaction solution and the mixture was stirred for 3 hours. After dilute hydrochloric acid was added to the reaction mixture, the liquid was se... Reactants: CC1=CC=C(O1)C(C1(COC1)C)N (C-(5-methylfuran-2-yl)-C-(3-methyloxetan-3-yl)methylamine), N1=NNC2=C1C=CC=C2NC=2C(C(C2OC)=O)=O (3-(3H-benzotriazol-4-ylamino)-4-methoxycyclobut-3-ene-1,2-dione). Solvent: CO (methanol). Reaction conditions: temperature 50 celsius. Product: N1=NNC2=C1C=CC=C2NC=2C(C(C2NC(C2(COC2)C)C=2OC(=CC2)C)=O)=O (3-(3H-benzotriazol-4-ylamino)-4-{[(5-methyl furan-2-yl)-(3-methyloxetan-3-yl)methyl]amino}cyclobut-3-ene-1,2-dione). Yield: 43.1%. Reaction SMILES: [CH3:1][C:2]1[O:6][C:5]([CH:7]([NH2:13])[C:8]2([CH3:12])[CH2:11][O:10][CH2:9]2)=[CH:4][CH:3]=1.[N:14]1[C:18]2[CH:19]=[CH:20][CH:21]=[C:22]([NH:23][C:24]3[C:25](=O)[C:26](=[O:30])[C:27]=3[O:28]C)[C:17]=2[NH:16][N:15]=1>CO>[N:14]1[C:18]2[CH:19]=[CH:20][CH:21]=[C:22]([NH:23][C:24]3[C:27](=[O:28])[C:26](=[O:30])[C:25]=3[NH:13][CH:7]([C:5]3[O:6][C:2]([CH3:1])=[CH:3][CH:4]=3)[C:8]3([CH3:12])[CH2:9][O:10][CH2:11]3)[C:17]=2[NH:16][N:15]=1. Reported procedure: A mixture of 263 mg (1.45 mmol, 1.2 eq) of C-(5-methylfuran-2-yl)-C-(3-methyloxetan-3-yl)methylamine and 1.02 g (1.21 mmol, 1 eq) of 3-(3H-benzotriazol-4-ylamino)-4-methoxycyclobut-3-ene-1,2-dione at 29% in 25 ml of methanol was heated at 50° C. for 24 hours. The insoluble material (dimer) was filtered off and the filtrate was evaporated. The residue was chromatographed on silica gel (column puriFlash PF-30SIHP/40G, Spot II) eluted with dichloromethane/methanol (gradient). The solid was taken up... Starting materials: C(C)OC(C)(C)C=1N(C=C(N1)C(=O)OC)COCC[Si](C)(C)C (methyl 2-(2-ethoxypropan-2-yl)-1-((2-(trimethyl-silyl)ethoxy)methyl)-1H-imidazole-4-carboxylate), C(C)OC(C)(C)C=1N(C=C(N1)C(=O)OCC)COCC[Si](C)(C)C (ethyl 2-(2-ethoxypropan-2-yl)-1-((2-(trimethylsilyl)ethoxy)methyl)-1H-imidazole-4-carboxylate). Product: C(C)OC(C)(C)C=1N(C=C(N1)C(=O)O)COCC[Si](C)(C)C (2-(2-Ethoxypropan-2-yl)-1-((2-(trimethylsilyl)ethoxy)methyl)-1H-imidazole-4-carboxylic acid). As a reaction SMILES: [CH2:1]([O:3][C:4]([C:7]1[N:8]([CH2:16][O:17][CH2:18][CH2:19][Si:20]([CH3:23])([CH3:22])[CH3:21])[CH:9]=[C:10]([C:12]([O:14]C)=[O:13])[N:11]=1)([CH3:6])[CH3:5])[CH3:2].C(OC(C1N(COCC[Si](C)(C)C)C=C(C(OCC)=O)N=1)(C)C)C>>[CH2:1]([O:3][C:4]([C:7]1[N:8]([CH2:16][O:17][CH2:18][CH2:19][Si:20]([CH3:21])([CH3:22])[CH3:23])[CH:9]=[C:10]([C:12]([OH:14])=[O:13])[N:11]=1)([CH3:5])[CH3:6])[CH3:2]. Reported procedure: The title compound was prepared using the procedure described in Example 58(e) starting from the mixture of methyl 2-(2-ethoxypropan-2-yl)-1-((2-(trimethyl-silyl)ethoxy)methyl)-1H-imidazole-4-carboxylate and ethyl 2-(2-ethoxypropan-2-yl)-1-((2-(trimethylsilyl)ethoxy)methyl)-1H-imidazole-4-carboxylate (90 mg). Yield 70 mg. 1H-NMR (400 MHz; DMSO-d6): δ −0.02 (s, 9H), 0.87 (t, 2H), 1.06 (t, 3H), 1.57 (s, 6H), 3.12 (q, 2H), 3.58 (t, 2H), 5.53 (s, 2H), 7.93 (s, 1H), 12.28 (bs, 1H).